Dataset: the Open Reaction Database (ORD), a public repository of structured organic reaction records. Task: describe an organic reaction: reactants, conditions, products, and yield Starting materials: O=C(c1cccc(Br)c1F)N1CCOCC1, COc1ccc(CN(Cc2ccc(OC)cc2)c2ncc(-c3nc(N4CCOCC4)nc4c3CCN4)cn2)cc1. The product is COc1ccc(CN(Cc2ccc(OC)cc2)c2ncc(-c3nc(N4CCOCC4)nc4c3CCN4c3cccc(C(=O)N4CCOCC4)c3F)cn2)cc1. RXN SMILES: [Br:1][c:2]1[c:3]([F:16])[c:4]([C:8](=[O:9])[N:10]2[CH2:11][CH2:12][O:13][CH2:14][CH2:15]2)[cH:5][cH:6][cH:7]1.[CH3:17][O:18][c:19]1[cH:20][cH:21][c:22]([CH2:23][N:24]([c:25]2[n:26][cH:27][c:28](-[c:31]3[c:32]4[c:33]([n:34][c:35]([N:37]5[CH2:38][CH2:39][O:40][CH2:41][CH2:42]5)[n:36]3)[NH:43][CH2:44][CH2:45]4)[cH:29][n:30]2)[CH2:46][c:47]2[cH:48][cH:49][c:50]([O:53][CH3:54])[cH:51][cH:52]2)[cH:55][cH:56]1>>[c:2]1([N:43]2[c:33]3[c:32]([c:31](-[c:28]4[cH:27][n:26][c:25]([N:24]([CH2:23][c:22]5[cH:21][cH:20][c:19]([O:18][CH3:17])[cH:56][cH:55]5)[CH2:46][c:47]5[cH:48][cH:49][c:50]([O:53][CH3:54])[cH:51][cH:52]5)[n:30][cH:29]4)[n:36][c:35]([N:37]4[CH2:38][CH2:39][O:40][CH2:41][CH2:42]4)[n:34]3)[CH2:45][CH2:44]2)[c:3]([F:16])[c:4]([C:8](=[O:9])[N:10]2[CH2:11][CH2:12][O:13][CH2:14][CH2:15]2)[cH:5][cH:6][cH:7]1.